The task is: describe an organic reaction: reactants, conditions, products, and yield. This data is from the Open Reaction Database (ORD), a public repository of structured organic reaction records. Reactants: CN(NC1=C(C(=C(C=C1[N+](=O)[O-])C(F)(F)F)Cl)[N+](=O)[O-])C (N-dimethylamino-3-chloro-2,6-dinitro-4-trifluoromethylaniline), N (ammonia), C(C)O (ethanol), C(=O)=O.CC(=O)C (dry ice acetone). Solvent: O (water). Conditions: temperature 65 celsius, time 8 hour. Yields the product CN(C)NC=1C(=C(C(=CC1[N+](=O)[O-])C(F)(F)F)N)[N+](=O)[O-] (dimethylamino-2,4-dinitro-6-trifluoromethyl-1,3-phenylenediamine). RXN SMILES: [CH3:1][N:2]([CH3:21])[NH:3][C:4]1[C:9]([N+:10]([O-:12])=[O:11])=[CH:8][C:7]([C:13]([F:16])([F:15])[F:14])=[C:6](Cl)[C:5]=1[N+:18]([O-:20])=[O:19].[NH3:22].C(O)C.C(=O)=O.CC(C)=O>O>[CH3:1][N:2]([NH:3][C:4]1[C:5]([N+:18]([O-:20])=[O:19])=[C:6]([NH2:22])[C:7]([C:13]([F:16])([F:15])[F:14])=[CH:8][C:9]=1[N+:10]([O-:12])=[O:11])[CH3:21] |f:3.4|. Reported procedure: A 50 ml. Pyrex ampule was charged with N-dimethylamino-3-chloro-2,6-dinitro-4-trifluoromethylaniline (5.0 g.; 0.015 mole), ethanolic ammonia (8.54 g. of 6.06% w/w solution; 0.03 mole) and enough absolute ethanol to bring the liquid level to within one inch of the neck. The ampule was chilled in a bath of dry ice-acetone, sealed, heated with hot water (65°-75° C.) until the starting material was in solution, and then placed in an oven at 65° C. After heating at 65° C. for 72 hours, the ampule was... Reactants: [BH4-].[Na+] (NaBH4), [NH4+].[Cl-] (NH4Cl), NCC1C2CN(CC12)C1=NC=C(C=N1)C(=O)OCC (Ethyl 2-[6-(aminomethyl)-3-azabicyclo[3.1.0]hex-3-yl]pyrimidine-5-carboxylate), C1=C(C=CC2=CC=CC=C12)C=O (2-naphthaldehyde). The solvent is CO (MeOH), O (H2O). Reaction conditions: time 10 minute. Product: C1=C(C=CC2=CC=CC=C12)CNCC1C2CN(CC12)C1=NC=C(C=N1)C(=O)OCC (Ethyl 2-(6-{[(naphthalen-2-ylmethyl)amino]methyl}-3-aza-bicyclo[3.1.0]hex-3-yl)-pyrimidine-5-carboxylate). As a reaction SMILES: [NH2:1][CH2:2][CH:3]1[CH:8]2[CH:4]1[CH2:5][N:6]([C:9]1[N:14]=[CH:13][C:12]([C:15]([O:17][CH2:18][CH3:19])=[O:16])=[CH:11][N:10]=1)[CH2:7]2.[CH:20]1[C:29]2[C:24](=[CH:25][CH:26]=[CH:27][CH:28]=2)[CH:23]=[CH:22][C:21]=1[CH:30]=O.[BH4-].[Na+].[NH4+].[Cl-]>CO.O>[CH:20]1[C:29]2[C:24](=[CH:25][CH:26]=[CH:27][CH:28]=2)[CH:23]=[CH:22][C:21]=1[CH2:30][NH:1][CH2:2][CH:3]1[CH:8]2[CH:4]1[CH2:5][N:6]([C:9]1[N:10]=[CH:11][C:12]([C:15]([O:17][CH2:18][CH3:19])=[O:16])=[CH:13][N:14]=1)[CH2:7]2 |f:2.3,4.5|. Procedure: Ethyl 2-[6-(aminomethyl)-3-azabicyclo[3.1.0]hex-3-yl]pyrimidine-5-carboxylate (200 mg, 0.76 mmol) was stirred with 2-naphthaldehyde (119 mg, 0.76 mmol) in MeOH (10 ml) at r.t. under N2 for 16 h. NaBH4 (46 mg, 1.22 mmol) was then added and the mixture stirred for 10 min. Sat. aq. NH4Cl (20 ml) was added and the mixture stirred for 20 min. The reaction was then diluted with H2O (50 ml) and extracted with Et2O (2×100 ml). The combined organic layers were dried (MgSO4) and the solvent removed in vac... The reactants are ClC=1N=C(C2=C(N1)C=C(S2)C=O)N2CCOCC2 (2-Chloro-4-morpholin-4-yl-thieno[3,2-d]pyrimidine-6-carbaldehyde), COCCN(C1CCNCC1)C ((2-methoxy-ethyl)-methyl-piperidin-4-yl-amine). The product is ClC=1N=C(C2=C(N1)C=C(S2)CN2CCC(CC2)N(C)CCOC)N2CCOCC2 (1-((2-chloro-4-morpholinothieno[3,2-d]pyrimidin-6-yl)methyl)-N-(2-methoxyethyl)-N-methylpiperidin-4-amine). As a reaction SMILES: [Cl:1][C:2]1[N:3]=[C:4]([N:13]2[CH2:18][CH2:17][O:16][CH2:15][CH2:14]2)[C:5]2[S:10][C:9]([CH:11]=O)=[CH:8][C:6]=2[N:7]=1.[CH3:19][O:20][CH2:21][CH2:22][N:23]([CH3:30])[CH:24]1[CH2:29][CH2:28][NH:27][CH2:26][CH2:25]1>>[Cl:1][C:2]1[N:3]=[C:4]([N:13]2[CH2:18][CH2:17][O:16][CH2:15][CH2:14]2)[C:5]2[S:10][C:9]([CH2:11][N:27]3[CH2:28][CH2:29][CH:24]([N:23]([CH2:22][CH2:21][O:20][CH3:19])[CH3:30])[CH2:25][CH2:26]3)=[CH:8][C:6]=2[N:7]=1. Procedure details: Reaction between 2-chloro-4-morpholin-4-yl-thieno[3,2-d]pyrimidine-6-carbaldehyde 10 (Example 3) and (2-methoxy-ethyl)-methyl-piperidin-4-yl-amine (Example 187) using General Procedure B-3 yielded 1-((2-chloro-4-morpholinothieno[3,2-d]pyrimidin-6-yl)methyl)-N-(2-methoxyethyl)-N-methylpiperidin-4-amine.